describe an organic reaction: reactants, conditions, products, and yield From a dataset of the Open Reaction Database (ORD), a public repository of structured organic reaction records. Starting materials: Cl.NCCC(=O)OCC (ethyl 3-aminopropanoate hydrochloride), FC(C(=O)O)(C1=NC=C(C=C1)F)F (2,2-difluoro-2-(5-fluoropyridin-2-yl)acetic acid), NC1=C(C(=O)O)C=CC=C1OC (2-amino-3-methoxybenzoic acid), P(OC1=CC=CC=C1)(OC1=CC=CC=C1)OC1=CC=CC=C1 (triphenyl phosphite). The solvent is N1=CC=CC=C1 (pyridine). Reaction conditions: temperature 150 celsius, time 0.5 hour. The product is FC(C1=NC2=C(C=CC=C2C(=N1)O)OC)(C1=NC=C(C=C1)F)F (2-(difluoro(5-fluoropyridin-2-yl)methyl)-8-methoxyquinazolin-4-ol). Yield: 70.8%. RXN SMILES: [F:1][C:2]([F:13])([C:6]1[CH:11]=[CH:10][C:9]([F:12])=[CH:8][N:7]=1)[C:3](O)=O.[NH2:14][C:15]1[C:23]([O:24][CH3:25])=[CH:22][CH:21]=[CH:20][C:16]=1[C:17](O)=[O:18].P(OC1C=CC=CC=1)(OC1C=CC=CC=1)OC1C=CC=CC=1.Cl.[NH2:49]CCC(OCC)=O>N1C=CC=CC=1>[F:1][C:2]([F:13])([C:6]1[CH:11]=[CH:10][C:9]([F:12])=[CH:8][N:7]=1)[C:3]1[N:49]=[C:17]([OH:18])[C:16]2[C:15](=[C:23]([O:24][CH3:25])[CH:22]=[CH:21][CH:20]=2)[N:14]=1 |f:3.4|. Procedure details: To 2,2-difluoro-2-(5-fluoropyridin-2-yl)acetic acid from Example 33 step A (1 g, 5.23 mmol) and 2-amino-3-methoxybenzoic acid (875 mg, 5.23 mmol) in pyridine (15 mL) was added triphenyl phosphite (1.51 mL, 5.75 mmol) and the mixture was heated in a microwave synthesizer at 150° C. for 10 min. The mixture was allowed to cool to rt and then ethyl 3-aminopropanoate hydrochloride (883 mg, 5.75 mmol) was added. The mixture was heated in a microwave synthesizer at 190° C. for 4 min and then concentrat...